Dataset: the Open Reaction Database (ORD), a public repository of structured organic reaction records. Task: describe an organic reaction: reactants, conditions, products, and yield The reactants are Cc1c(N(Cc2ccccc2)Cc2ccc(Oc3cccc(O)c3)cc2)cccc1[N+](=O)[O-], O=C1c2ccccc2C(=O)N1CCCO. Yields the product Cc1c(N(Cc2ccccc2)Cc2ccc(Oc3cccc(OCCCN4C(=O)c5ccccc5C4=O)c3)cc2)cccc1[N+](=O)[O-]. RXN SMILES: [CH2:1]([c:2]1[cH:3][cH:4][cH:5][cH:6][cH:7]1)[N:8]([c:9]1[c:10]([CH3:18])[c:11]([N+:15](=[O:16])[O-:17])[cH:12][cH:13][cH:14]1)[CH2:19][c:20]1[cH:21][cH:22][c:23]([O:24][c:25]2[cH:26][c:27]([OH:31])[cH:28][cH:29][cH:30]2)[cH:32][cH:33]1.[OH:34][CH2:35][CH2:36][CH2:37][N:38]1[C:39](=[O:48])[c:40]2[c:41]([cH:44][cH:45][cH:46][cH:47]2)[C:42]1=[O:43]>>[CH2:1]([c:2]1[cH:3][cH:4][cH:5][cH:6][cH:7]1)[N:8]([c:9]1[c:10]([CH3:18])[c:11]([N+:15](=[O:16])[O-:17])[cH:12][cH:13][cH:14]1)[CH2:19][c:20]1[cH:21][cH:22][c:23]([O:24][c:25]2[cH:26][c:27]([O:31][CH2:35][CH2:36][CH2:37][N:38]3[C:39](=[O:48])[c:40]4[c:41]([cH:44][cH:45][cH:46][cH:47]4)[C:42]3=[O:43])[cH:28][cH:29][cH:30]2)[cH:32][cH:33]1. Run in C(C)(=O)OCC (ethyl acetate). Yields the product CN1C(CC[C@@]2(C3=C(CC[C@@H]12)C=C(C=C3)SC3=NC1=CC=CC=C1N=C3)C)=O ((+)-(4aR)-(10bR)-4-methyl-8-(2-quinoxalinylthio)-10b-methyl-1,2,3,4,4a,5,6,10b-octahydrobenzo[f]quinolin-3-one). Reactants: CN1C(CC[C@@]2(C3=C(CC[C@@H]12)C=C(C=C3)S)C)=O ((+)-(4aR)-(10bR)-4-methyl-8-mercapto-10b-methyl-1,2,3,4,4a,-5,6,10b-octahydrobenzo[f]quinolin-3-one), C([O-])([O-])=O.[K+].[K+] (potassium carbonate), ClC1=NC2=CC=CC=C2N=C1 (2-chloroquinoxaline), CN(C=O)C (dimethyl formamide). Isolated yield 55.4%. RXN SMILES: [CH3:1][N:2]1[C@H:11]2[C@@:6]([CH3:17])([C:7]3[CH:15]=[CH:14][C:13]([SH:16])=[CH:12][C:8]=3[CH2:9][CH2:10]2)[CH2:5][CH2:4][C:3]1=[O:18].C(=O)([O-])[O-].[K+].[K+].Cl[C:26]1[CH:35]=[N:34][C:33]2[C:28](=[CH:29][CH:30]=[CH:31][CH:32]=2)[N:27]=1.CN(C)C=O>C(OCC)(=O)C>[CH3:1][N:2]1[C@H:11]2[C@@:6]([CH3:17])([C:7]3[CH:15]=[CH:14][C:13]([S:16][C:26]4[CH:35]=[N:34][C:33]5[C:28](=[CH:29][CH:30]=[CH:31][CH:32]=5)[N:27]=4)=[CH:12][C:8]=3[CH2:9][CH2:10]2)[CH2:5][CH2:4][C:3]1=[O:18] |f:1.2.3|. Reported procedure: A 15 mL round bottom flask was charged with (+)-(4aR)-(10bR)-4-methyl-8-mercapto-10b-methyl-1,2,3,4,4a,-5,6,10b-octahydrobenzo[f]quinolin-3-one (100 mg, 0.38 mmol), potassium carbonate (158 mg, 1.14 mmol), 2-chloroquinoxaline (76 mg, 0.46 mmol) and 1.5 mL of anhydrous dimethyl formamide, fitted with a reflux condenser, and the stirred mixture was heated at 60°, under nitrogen, for 18 h. The mixture was cooled, diluted with ethyl acetate (75 mL) and washed with brine (2×25 mL). The combined organ...